This data is from the Open Reaction Database (ORD), a public repository of structured organic reaction records. The task is: describe an organic reaction: reactants, conditions, products, and yield Yields the product C1(=CC=CC=C1)CCCCCCCCBr (8-phenyloctyl bromide), C1(=CC=CC=C1)CCCCCCCCC1=C(C=CC=C1)C=1OCC(N1)(C)C (2-[2-(8-phenyloctyl)phenyl]-4,4-dimethyloxazoline). Conditions: time 24 hour. Run in O1CCCC1 (tetrahydrofuran), O1CCCC1 (tetrahydrofuran), C(Cl)Cl (methylene chloride). Procedure: Following the procedures of Example 1(a), (b) and (c), to 8-phenyloctylmagnesium bromide (from 24.25 mmoles of 8-phenyloctyl bromide and 21.27 mmoles of magnesium) in distilled tetrahydrofuran (40 ml) was added 2-(2-methoxyphenyl)-4,4-dimethyloxazoline (17.10 mmoles) in tetrahydrofuran (20 ml). [The 8-phenyloctyl bromide was prepared from 8-phenyloctanol, carbon tetrabromide and triphenylphosphine in methylene chloride as described in Example 6(a).] After stirring for 24 hours, the reaction mixt... RXN SMILES: [C:1]1([CH2:7][CH2:8][CH2:9][CH2:10][CH2:11][CH2:12][CH2:13][CH2:14][Mg]Br)[CH:6]=[CH:5][CH:4]=[CH:3][CH:2]=1.CO[C:19]1[CH:24]=[CH:23][CH:22]=[CH:21][C:20]=1[C:25]1[O:26][CH2:27][C:28]([CH3:31])([CH3:30])[N:29]=1.[C:32]1([CH2:38][CH2:39][CH2:40][CH2:41][CH2:42][CH2:43][CH2:44][CH2:45]O)[CH:37]=[CH:36][CH:35]=[CH:34][CH:33]=1.C(Br)(Br)(Br)[Br:48].C1(P(C2C=CC=CC=2)C2C=CC=CC=2)C=CC=CC=1>O1CCCC1.C(Cl)Cl>[C:1]1([CH2:7][CH2:8][CH2:9][CH2:10][CH2:11][CH2:12][CH2:13][CH2:14][Br:48])[CH:6]=[CH:5][CH:4]=[CH:3][CH:2]=1.[C:32]1([CH2:38][CH2:39][CH2:40][CH2:41][CH2:42][CH2:43][CH2:44][CH2:45][C:19]2[CH:24]=[CH:23][CH:22]=[CH:21][C:20]=2[C:25]2[O:26][CH2:27][C:28]([CH3:31])([CH3:30])[N:29]=2)[CH:37]=[CH:36][CH:35]=[CH:34][CH:33]=1. Starting materials: C1(=CC=CC=C1)CCCCCCCC[Mg]Br (8-phenyloctylmagnesium bromide), COC1=C(C=CC=C1)C=1OCC(N1)(C)C (2-(2-methoxyphenyl)-4,4-dimethyloxazoline), ( b ), ( c ), C1(=CC=CC=C1)CCCCCCCCO (8-phenyloctanol), C(Br)(Br)(Br)Br (carbon tetrabromide), C1(=CC=CC=C1)P(C1=CC=CC=C1)C1=CC=CC=C1 (triphenylphosphine). Reactants: N1CCC2(CC1)CCC1=CC=CC=C12 (spiro[indane-1,4'-piperidine]), C([O-])([O-])=O.[K+].[K+] (potassium carbonate), C(C1=CC=CC=C1)Br (benzyl bromide). Run in CN(C)C=O (DMF). Reaction conditions: temperature 100 celsius. Yields the product C(C1=CC=CC=C1)N1CCC2(CC1)CCC1=CC=CC=C12 (1'-benzylspiro[indane-1,4'-piperidine]). The yield is 18.9%. As a reaction SMILES: [NH:1]1[CH2:6][CH2:5][C:4]2([C:14]3[C:9](=[CH:10][CH:11]=[CH:12][CH:13]=3)[CH2:8][CH2:7]2)[CH2:3][CH2:2]1.C(=O)([O-])[O-].[K+].[K+].[CH2:21](Br)[C:22]1[CH:27]=[CH:26][CH:25]=[CH:24][CH:23]=1>CN(C=O)C>[CH2:21]([N:1]1[CH2:6][CH2:5][C:4]2([C:14]3[C:9](=[CH:10][CH:11]=[CH:12][CH:13]=3)[CH2:8][CH2:7]2)[CH2:3][CH2:2]1)[C:22]1[CH:27]=[CH:26][CH:25]=[CH:24][CH:23]=1 |f:1.2.3|. Reported procedure: To a stirred solution of spiro[indane-1,4'-piperidine] (110 mg, 0.59 mmol), in anhydrous DMF (10 ml), under an atmosphere of nitrogen, was added potassium carbonate (98 mg, 0.71 mmol) followed by benzyl bromide (0.08 ml, 0.65 mmol) dropwise. The mixture was heated at 100° C. for 2 hours, after which time the solution was cooled to ambient temperature. The solvent was removed in vacuo, then ether (20 ml) was added to the residue and the mixture was washed with water (2×20 ml). The organic layer w... Starting materials: ClC1=C(C=C(C(=O)OCC)C=C1)[N+](=O)[O-] (ethyl 4-chloro-3-nitrobenzoate), CS(=O)C (dimethyl sulfoxide), C1(=CC=CC=C1)C1=CC=NO1 (5-phenylisoxazole), C([O-])([O-])=O.[K+].[K+] (potassium carbonate). The solvent is O (water). Conditions: time 5 hour. The product is C1(=CC=CC=C1)C1=CC(N(O1)C1=C(C=C(C=C1)C(=O)OCC)[N+](=O)[O-])=O (5-phenyl-(4-ethoxycarbonyl-2-nitrophenyl)-4-isoxazolin-3-one). Isolated yield 94.6%. RXN SMILES: Cl[C:2]1[CH:12]=[CH:11][C:5]([C:6]([O:8][CH2:9][CH3:10])=[O:7])=[CH:4][C:3]=1[N+:13]([O-:15])=[O:14].CS(C)=O.[C:20]1([C:26]2[O:30][N:29]=[CH:28][CH:27]=2)[CH:25]=[CH:24][CH:23]=[CH:22][CH:21]=1.C(=O)([O-])[O-:32].[K+].[K+]>O>[C:20]1([C:26]2[O:30][N:29]([C:2]3[CH:12]=[CH:11][C:5]([C:6]([O:8][CH2:9][CH3:10])=[O:7])=[CH:4][C:3]=3[N+:13]([O-:15])=[O:14])[C:28](=[O:32])[CH:27]=2)[CH:21]=[CH:22][CH:23]=[CH:24][CH:25]=1 |f:3.4.5|. Procedure details: After mixing 200 g of ethyl 4-chloro-3-nitrobenzoate, 500 ml of dimethyl sulfoxide, 169 g of 5-phenylisoxazole, and 146 g of potassium carbonate, the reaction was performed for 5 hours at 60° C. After the reaction was over, the reaction mixture was cooled and poured into water. Crystals thus deposited were recovered by filtration, washed with water, and dried to provide 292 g of the above-described compound with a yield of 94.6%. The melting point thereof was 142° C. to 143° C. Starting materials: ClC1=NC2=CC=CC=C2C=C1C=O (2-chloroquinoline-3-carbaldehyde), C(=O)([O-])[O-].[Na+].[Na+] (Na2CO3), C(C)B(C=1C=NC=CC1)CC (diethyl(3-pyridyl)borane), Tetrakis-(triphenylphosphine)palladium(0). Run in COCCOC (DME), O (water). Run at temperature 90 celsius. Product: N1=CC(=CC=C1)C1=NC2=CC=CC=C2C=C1C=O (2-(Pyridin-3-yl)quinoline-3-carbaldehyde). Isolated yield 70.3%. As a reaction SMILES: Cl[C:2]1[C:11]([CH:12]=[O:13])=[CH:10][C:9]2[C:4](=[CH:5][CH:6]=[CH:7][CH:8]=2)[N:3]=1.C([O-])([O-])=O.[Na+].[Na+].C(B(CC)[C:23]1[CH:24]=[N:25][CH:26]=[CH:27][CH:28]=1)C>COCCOC.O>[N:25]1[CH:26]=[CH:27][CH:28]=[C:23]([C:2]2[C:11]([CH:12]=[O:13])=[CH:10][C:9]3[C:4](=[CH:5][CH:6]=[CH:7][CH:8]=3)[N:3]=2)[CH:24]=1 |f:1.2.3|. Procedure details: A mixture of 2-chloroquinoline-3-carbaldehyde (5.0 g, 26.1 mmol), Na2CO3 (4.15 g, 39.1 mmol) and diethyl(3-pyridyl)borane (4.22 g, 28.7 mmol) in DME (100 mL) and water (30 mL) was degassed by bubbling nitrogen gas through it for 5 minutes. Tetrakis-(triphenylphosphine)palladium(0) (0.30 g, 0.261 mmol) was added and the mixture was heated at 90° C. for 5 h. The mixture was allowed to cool to room temperature. The resultant precipitate was filtered off and washed with water (5×50 mL) and diethyl e... Reactants: ClC1=NC=NC2=CC(=C(C=C12)OC)OCCOC (4-chloro-6-methoxy-7-(2-methoxyethoxy)quinazoline), N1C(CC2=CC=CN=C12)=O (7-azaoxindole), [H-].[Na+] (sodium hydride). Run in C1CCOC1 (THF), CN(C)C=O (DMF), C1CCOC1 (THF), C1CCOC1 (THF). Run at time 30 minute. Yields the product N1C(C(C2=CC=CN=C12)C1=NC=NC2=CC(=C(C=C12)OC)OCCOC)=O (4-(7-azaoxindol-3-yl)-6-methoxy-7-(2-methoxyethoxy)quinazoline). The yield is 151.3%. Reaction SMILES: [NH:1]1[C:9]2[C:4](=[CH:5][CH:6]=[CH:7][N:8]=2)[CH2:3][C:2]1=[O:10].[H-].[Na+].Cl[C:14]1[C:23]2[C:18](=[CH:19][C:20]([O:26][CH2:27][CH2:28][O:29][CH3:30])=[C:21]([O:24][CH3:25])[CH:22]=2)[N:17]=[CH:16][N:15]=1>C1COCC1.CN(C=O)C>[NH:1]1[C:9]2[C:4](=[CH:5][CH:6]=[CH:7][N:8]=2)[CH:3]([C:14]2[C:23]3[C:18](=[CH:19][C:20]([O:26][CH2:27][CH2:28][O:29][CH3:30])=[C:21]([O:24][CH3:25])[CH:22]=3)[N:17]=[CH:16][N:15]=2)[C:2]1=[O:10] |f:1.2|. Procedure: A solution of 7-azaoxindole (268 mg, 2 mmol) in THF (3 ml) was added to a suspension of sodium hydride (80 mg, 2 mmol, prewashed with THF) in THF (4 ml). After stirring for 20 minutes at ambient temperature a solution of 4-chloro-6-methoxy-7-(2-methoxyethoxy)quinazoline (180 mg, 0.7 mmol) in a mixture of THF (3 ml) and DMF (1 ml) was added. After stirring for 30 minutes at ambient temperature followed by 1 hour at 65° C., the volatiles were removed by evaporation. The residue was partitioned bet... The reactants are CC1=NNC2=CC(=CC=C12)[N+](=O)[O-] (3-methyl-6-nitroindazole), C(=O)[O-].[NH4+] (ammonium formate). The reagents and catalysts are [Fe] (Iron). Run in CCOC(=O)C (EtOAc), [Fe] (iron), C(C)O (ethanol), O (H2O). Reaction conditions: temperature 90 celsius. Yields the product NC1=CC=C2C(=NNC2=C1)C (6-amino-3-methylindazole). The yield is 81.9%. Reaction SMILES: [CH3:1][C:2]1[C:10]2[C:5](=[CH:6][C:7]([N+:11]([O-])=O)=[CH:8][CH:9]=2)[NH:4][N:3]=1.C([O-])=O.[NH4+]>C(O)C.O.CCOC(C)=O.[Fe]>[NH2:11][C:7]1[CH:6]=[C:5]2[C:10]([C:2]([CH3:1])=[N:3][NH:4]2)=[CH:9][CH:8]=1 |f:1.2|. Procedure details: To a solution of 3-methyl-6-nitroindazole (0.4 g, 2.24 mmol) in ethanol (EtOH) (10 mL) and H2O (5 mL) was added Iron (0.63 g, 11.22 mmol) and ammonium formate (1.4 g, 22.4 mmol). After heating at 90° C. for 2 h, the mixture was diluted with EtOAc, excess iron was removed by filtration, and the filtrate was washed sequentially with water, sat. NaHCO3, and brine, before it was dried and concentrated to give 6-amino-3-methylindazole (0.27 g). The reactants are C(C)C1=NC(=C(C(=N1)Cl)[N+](=O)[O-])NC(C)C (2-ethyl-4-chloro-5-nitro-6-isopropylamino-pyrimidine), C1(CCCCC1)S (cyclohexylmercaptan). Solvent: C(C)N(CC)CC (triethylamine). The product is C(C)C1=NC(=C(C(=N1)SC1CCCCC1)[N+](=O)[O-])NC(C)C (2-ethyl-4-cyclohexylthio-5-nitro-6-isopropylamino-pyrimidine). The yield is 74.8%. As a reaction SMILES: [CH2:1]([C:3]1[N:8]=[C:7](Cl)[C:6]([N+:10]([O-:12])=[O:11])=[C:5]([NH:13][CH:14]([CH3:16])[CH3:15])[N:4]=1)[CH3:2].[CH:17]1([SH:23])[CH2:22][CH2:21][CH2:20][CH2:19][CH2:18]1>C(N(CC)CC)C>[CH2:1]([C:3]1[N:8]=[C:7]([S:23][CH:17]2[CH2:22][CH2:21][CH2:20][CH2:19][CH2:18]2)[C:6]([N+:10]([O-:12])=[O:11])=[C:5]([NH:13][CH:14]([CH3:16])[CH3:15])[N:4]=1)[CH3:2]. Procedure details: 12.1 g (50 m-moles) of 2-ethyl-4-chloro-5-nitro-6-isopropylamino-pyrimidine (vide Ex. 9a) are reacted with 7.0 g (60 m-moles) of cyclohexylmercaptan and 6.1 g (60 m-moles) of triethylamine to yield 12.0 g of 2-ethyl-4-cyclohexylthio-5-nitro-6-isopropylamino-pyrimidine of m.p. 69°-71° C. Starting materials: CC(O)CBr, O=[N+]([O-])c1c(Br)n[nH]c1Br, [H-], [Na+], CN(C)C=O. Product: CC(O)Cn1nc(Br)c([N+](=O)[O-])c1Br. As a reaction SMILES: [Br:13][CH2:14][CH:15]([CH3:16])[OH:17].[Br:1][c:2]1[n:3][nH:4][c:5]([Br:10])[c:6]1[N+:7](=[O:8])[O-:9].[H-:12].[Na+:11].[O:18]=[CH:19][N:20]([CH3:21])[CH3:22]>>[Br:1][c:2]1[n:3][n:4]([CH2:14][CH:15]([CH3:16])[OH:17])[c:5]([Br:10])[c:6]1[N+:7](=[O:8])[O-:9]. The reactants are S([O-])(O)=O.[Na+] (sodium bisulfite), O (water), C(C)(C)(C)C1=CC=C(C2=C(C=CC(=C12)C(C)(C)C)C(C)(C)C)C(C)(C)C (1,4,5,8-tetra-t-butyl-naphthalene). The reagents and catalysts are [Os](=O)(=O)(=O)=O (osmium tetraoxide). The solvent is N1=CC=CC=C1 (pyridine), N1=CC=CC=C1 (pyridine). Reaction conditions: temperature 90 celsius. Yields the product C(C)(C)(C)C=1C(C(C(=C2C(=CC=C(C12)C(C)(C)C)C(C)(C)C)C(C)(C)C)=O)=O (1,4,5,8-tetra-t-butyl-2,3-dihydronaphthalene-2,3-dione). As a reaction SMILES: [C:1]([C:5]1[C:14]2[C:9](=[C:10]([C:19]([CH3:22])([CH3:21])[CH3:20])[CH:11]=[CH:12][C:13]=2[C:15]([CH3:18])([CH3:17])[CH3:16])[C:8]([C:23]([CH3:26])([CH3:25])[CH3:24])=[CH:7][CH:6]=1)([CH3:4])([CH3:3])[CH3:2].S(=O)(O)[O-:28].[Na+].[OH2:32]>N1C=CC=CC=1.[Os](=O)(=O)(=O)=O>[C:19]([C:10]1[C:11](=[O:28])[C:12](=[O:32])[C:13]([C:15]([CH3:18])([CH3:17])[CH3:16])=[C:14]2[C:9]=1[C:8]([C:23]([CH3:26])([CH3:25])[CH3:24])=[CH:7][CH:6]=[C:5]2[C:1]([CH3:4])([CH3:3])[CH3:2])([CH3:22])([CH3:21])[CH3:20] |f:1.2|. Reported procedure: One stoichiometric equivalent of 1,4,5,8-tetra-t-butyl-naphthalene and one equivalent of osmium tetraoxide (OsO4) in pyridine are stirred for several hours at room temperature (about 20°-25° C). A solution of excess sodium bisulfite (NaHSO3) in pyridine and water is added with stirring. The resulting crude product is extracted with methylene chloride (H2CCL2) and is purified by chromatography on alumina. A resulting 1,4,5,8-tetra-t-butyl-2,3-dihydronaphthalene-2,3-diol is treated with excess cop... Reactants: [Br-], OCCCCCCCCCBr, O=C([O-])O, ClCCl, [K+], [Na+], [Na+], O, O=S([O-])O. RXN SMILES: [Br-:18].[Br:1][CH2:2][CH2:3][CH2:4][CH2:5][CH2:6][CH2:7][CH2:8][CH2:9][CH2:10][OH:11].[C:12](=[O:13])([OH:14])[O-:15].[Cl:25][CH2:26][Cl:27].[K+:17].[Na+:16].[Na+:23].[OH2:24].[S:19](=[O:20])([OH:21])[O-:22]>>[Br:1][CH2:2][CH2:3][CH2:4][CH2:5][CH2:6][CH2:7][CH2:8][CH2:9][CH:10]=[O:11]. The product is O=CCCCCCCCCBr.